This data is from the Open Reaction Database (ORD), a public repository of structured organic reaction records. The task is: describe an organic reaction: reactants, conditions, products, and yield Reactants: O=C(N=C=S)c1ccccc1, CC(C)(C)c1ccccc1Oc1ncccc1N, ClCCl. Yields the product CC(C)(C)c1ccccc1Oc1ncccc1NC(=S)NC(=O)c1ccccc1. Reaction SMILES: [C:19]([c:20]1[cH:21][cH:22][cH:23][cH:24][cH:25]1)(=[O:26])[N:27]=[C:28]=[S:29].[C:1]([CH3:2])([CH3:3])([CH3:4])[c:5]1[c:6]([O:7][c:8]2[n:9][cH:10][cH:11][cH:12][c:13]2[NH2:14])[cH:15][cH:16][cH:17][cH:18]1.[Cl:30][CH2:31][Cl:32]>>[C:1]([CH3:2])([CH3:3])([CH3:4])[c:5]1[c:6]([O:7][c:8]2[n:9][cH:10][cH:11][cH:12][c:13]2[NH:14][C:28]([NH:27][C:19]([c:20]2[cH:21][cH:22][cH:23][cH:24][cH:25]2)=[O:26])=[S:29])[cH:15][cH:16][cH:17][cH:18]1. The reactants are CCCCCBr, C1CCOC1, Fc1cc(-c2ccc(C3CC[SiH](Cl)CC3)cc2)cc(F)c1OC(F)F, [Mg]. The product is CCCCC[SiH]1CCC(c2ccc(-c3cc(F)c(OC(F)F)c(F)c3)cc2)CC1. Reaction SMILES: [CH2:1]([CH2:2][CH2:3][CH2:4][CH3:5])[Br:6].[CH2:33]1[O:34][CH2:35][CH2:36][CH2:37]1.[Cl:8][SiH:9]1[CH2:10][CH2:11][CH:12]([c:15]2[cH:16][cH:17][c:18](-[c:21]3[cH:22][c:23]([F:32])[c:24]([O:28][CH:29]([F:30])[F:31])[c:25]([F:27])[cH:26]3)[cH:19][cH:20]2)[CH2:13][CH2:14]1.[Mg:7]>>[CH2:1]([CH2:2][CH2:3][CH2:4][CH3:5])[SiH:9]1[CH2:10][CH2:11][CH:12]([c:15]2[cH:16][cH:17][c:18](-[c:21]3[cH:22][c:23]([F:32])[c:24]([O:28][CH:29]([F:30])[F:31])[c:25]([F:27])[cH:26]3)[cH:19][cH:20]2)[CH2:13][CH2:14]1. The reactants are CN([SiH](C)C)[Si](C)(C)C, ClCCCl, O=C1NS(=O)(=O)c2ccccc21, Sc1nnnn1-c1ccccc1. The product is C[Si](C)(C)Sc1nnnn1-c1ccccc1. As a reaction SMILES: [CH3:13][SiH:14]([CH3:15])[N:20]([Si:16]([CH3:17])([CH3:18])[CH3:19])[CH3:21].[Cl:34][CH2:35][CH2:36][Cl:37].[O:22]=[C:23]1[c:24]2[c:25]([cH:26][cH:27][cH:28][cH:29]2)[S:30](=[O:31])(=[O:32])[NH:33]1.[c:1]1(-[n:7]2[n:8][n:9][n:10][c:11]2[SH:12])[cH:2][cH:3][cH:4][cH:5][cH:6]1>>[c:1]1(-[n:7]2[n:8][n:9][n:10][c:11]2[S:12][Si:16]([CH3:17])([CH3:18])[CH3:19])[cH:2][cH:3][cH:4][cH:5][cH:6]1. The reactants are C1(CC1)[C@@H](C)N ((R)-1-Cyclopropylethylamine), C(C)OC(=O)C=1N(N=C(C1)COC1=CC=CC=C1)CCBr (2-(2-bromo-ethyl)-5-phenoxymethyl-2H-pyrazole-3-carboxylic acid ethyl ester), [I-].[K+] (potassium iodide). Run in C(C)#N (ACN). Reaction conditions: temperature 90 celsius, time 20 hour. Yields the product C1(CC1)[C@@H](C)N1C(C=2N(CC1)N=C(C2)COC2=CC=CC=C2)=O ((R)-5-(1-cyclopropyl-ethyl)-2-phenoxymethyl-6,7-dihydro-5H-pyrazolo[1,5-a]pyrazin-4-one). As a reaction SMILES: [CH:1]1([C@H:4]([NH2:6])[CH3:5])[CH2:3][CH2:2]1.C([O:9][C:10]([C:12]1[N:13]([CH2:25][CH2:26]Br)[N:14]=[C:15]([CH2:17][O:18][C:19]2[CH:24]=[CH:23][CH:22]=[CH:21][CH:20]=2)[CH:16]=1)=O)C.[I-].[K+]>C(#N)C>[CH:1]1([C@H:4]([N:6]2[CH2:26][CH2:25][N:13]3[N:14]=[C:15]([CH2:17][O:18][C:19]4[CH:24]=[CH:23][CH:22]=[CH:21][CH:20]=4)[CH:16]=[C:12]3[C:10]2=[O:9])[CH3:5])[CH2:3][CH2:2]1 |f:2.3|. Procedure details: (R)-1-Cyclopropylethylamine (0.3 mL, 2.82 mmol) was added to a suspension of 2-(2-bromo-ethyl)-5-phenoxymethyl-2H-pyrazole-3-carboxylic acid ethyl ester (100 mg, 0.128 mmol) and potassium iodide (9.36 mg, 0.056 mmol) in ACN (1 mL). The mixture was stirred at 90° C. for 20 hours. The solvent was evaporated in vacuo. The crude product was purified by flash column chromatography (silica; AcOEt in DCM 0/100 to 20/80). The desired fractions were collected and the solvents evaporated in vacuo to yield... The reactants are C1CCOC1, [F-], [K+], CC(C)(C)c1ccc(CCOc2ncnc3ccc([N+](=O)[O-])cc23)cc1, O. Yields the product CC(C)(C)c1ccc(CCOc2ncnc3ccc(F)cc23)cc1. As a reaction SMILES: [CH2:30]1[O:31][CH2:32][CH2:33][CH2:34]1.[F-:1].[K+:2].[N+:3]([O-:4])(=[O:5])[c:6]1[cH:7][c:8]2[c:9]([O:16][CH2:17][CH2:18][c:19]3[cH:20][cH:21][c:22]([C:25]([CH3:26])([CH3:27])[CH3:28])[cH:23][cH:24]3)[n:10][cH:11][n:12][c:13]2[cH:14][cH:15]1.[OH2:29]>>[F:1][c:6]1[cH:7][c:8]2[c:9]([O:16][CH2:17][CH2:18][c:19]3[cH:20][cH:21][c:22]([C:25]([CH3:26])([CH3:27])[CH3:28])[cH:23][cH:24]3)[n:10][cH:11][n:12][c:13]2[cH:14][cH:15]1. The reactants are Brc1cccc(Br)c1, [Li]CCCC, C1CCOC1, ClCCl, O=Cc1ncccc1C(F)(F)F, O=C(O)CC(O)(CC(=O)O)C(=O)O. Product: OC(c1cccc(Br)c1)c1ncccc1C(F)(F)F. Reaction SMILES: [Br:6][c:7]1[cH:8][cH:9][cH:10][c:11]([Br:12])[cH:13]1.[CH2:1]([Li:2])[CH2:3][CH2:4][CH3:5].[CH2:42]1[O:43][CH2:44][CH2:45][CH2:46]1.[Cl:39][CH2:40][Cl:41].[F:14][C:15]([c:16]1[c:17]([CH:22]=[O:23])[n:18][cH:19][cH:20][cH:21]1)([F:24])[F:25].[OH:26][C:27]([CH2:28][C:29]([C:30](=[O:31])[OH:32])([CH2:33][C:34](=[O:35])[OH:36])[OH:37])=[O:38]>>[c:7]1([CH:22]([c:17]2[c:16]([C:15]([F:14])([F:24])[F:25])[cH:21][cH:20][cH:19][n:18]2)[OH:23])[cH:8][cH:9][cH:10][c:11]([Br:12])[cH:13]1. Reactants: C(C1=CC=CC=C1)O[C@H]1[C@@H]([C@H]2N=C(S[C@H]2O[C@@H]1C=O)N(C)C)OCC1=CC=CC=C1 ((3aR,5S,6S,7R,7aR)-6,7-Bis(benzyloxy)-2-(dimethylamino)-5,6,7,7a-tetrahydro-3aH-pyrano[3,2-d]thiazole-5-carbaldehyde), CCCC[N+](CCCC)(CCCC)CCCC.[F-] (TBAF), CCCC[N+](CCCC)(CCCC)CCCC.[F-] (TBAF), C(F)(F)(F)[Si](C)(C)C (CF3SiMe3). The solvent is C1CCOC1 (THF). Conditions: time 30 minute. The product is C(C1=CC=CC=C1)O[C@H]1[C@@H]([C@H]2N=C(S[C@H]2O[C@@H]1[C@H](C(F)(F)F)O)N(C)C)OCC1=CC=CC=C1 ((R)-1-((3aR,5R,6S,7R,7aR)-6,7-bis(benzyloxy)-2-(dimethylamino)-5,6,7,7a-tetrahydro-3aH-pyrano[3,2-d]thiazol-5-yl)-2,2,2-trifluoroethanol). The yield is 48.9%. RXN SMILES: [CH2:1]([O:8][C@@H:9]1[C@@H:17]([CH:18]=[O:19])[O:16][C@H:15]2[C@H:11]([N:12]=[C:13]([N:20]([CH3:22])[CH3:21])[S:14]2)[C@H:10]1[O:23][CH2:24][C:25]1[CH:30]=[CH:29][CH:28]=[CH:27][CH:26]=1)[C:2]1[CH:7]=[CH:6][CH:5]=[CH:4][CH:3]=1.CCCC[N+](CCCC)(CCCC)CCCC.[F-].[C:49]([Si](C)(C)C)([F:52])([F:51])[F:50]>C1COCC1>[CH2:1]([O:8][C@@H:9]1[C@@H:17]([C@@H:18]([OH:19])[C:49]([F:52])([F:51])[F:50])[O:16][C@H:15]2[C@H:11]([N:12]=[C:13]([N:20]([CH3:22])[CH3:21])[S:14]2)[C@H:10]1[O:23][CH2:24][C:25]1[CH:26]=[CH:27][CH:28]=[CH:29][CH:30]=1)[C:2]1[CH:3]=[CH:4][CH:5]=[CH:6][CH:7]=1 |f:1.2|. Procedure: A mixture of the aldehyde (95) (3.0 g, 7 mmol) (Prepared according to the synthesis of Example 149 step 3) TBAF (1.06 g, 3 mmol) and 4 Å molecular sieves (2.0 g) in THF (60 mL) was stirred for 30 min followed by the addition of CF3SiMe3 (5.8 g, 40 mmol) at −30° C. The mixture was kept overnight at room temperature, additional TBAF (20 g, 63 mmol) was added. After stirred additional 1 hour, the reaction was quenched by brine (40 mL) and extracted with ethyl acetate (3×50 mL). The organic layers c... Reactants: IC (iodomethane), IC (iodomethane), C(C)OC(C1=CC(=CC=C1)NCC1=C(C=C(C=C1)OCC=1N(N=NC1C(C)C)C1=C(C=CC=C1Cl)Cl)C)=O (3-{4-[3-(2,6-dichloro-phenyl)-5-isopropyl-3H-[1,2,3]triazol-4-ylmethoxy]-2-methyl-benzylamino}-benzoic acid ethyl ester), [H-].[Na+] (sodium hydride), IC (iodomethane). Solvent: CN(C=O)C (N,N-dimethyl formamide). Conditions: temperature 60 celsius, time 3 hour. The product is C(C)OC(C1=CC(=CC=C1)N(C)CC1=C(C=C(C=C1)OCC=1N(N=NC1C(C)C)C1=C(C=CC=C1Cl)Cl)C)=O (3-({4-[3-(2,6-Dichloro-phenyl)-5-isopropyl-3H-[1,2,3]triazol-4-ylmethoxy]-2-methyl-benzyl}-methyl-amino)-benzoic acid ethyl ester). The yield is 12.2%. RXN SMILES: [CH2:1]([O:3][C:4](=[O:38])[C:5]1[CH:10]=[CH:9][CH:8]=[C:7]([NH:11][CH2:12][C:13]2[CH:18]=[CH:17][C:16]([O:19][CH2:20][C:21]3[N:22]([C:29]4[C:34]([Cl:35])=[CH:33][CH:32]=[CH:31][C:30]=4[Cl:36])[N:23]=[N:24][C:25]=3[CH:26]([CH3:28])[CH3:27])=[CH:15][C:14]=2[CH3:37])[CH:6]=1)[CH3:2].[H-].[Na+].I[CH3:42]>CN(C)C=O>[CH2:1]([O:3][C:4](=[O:38])[C:5]1[CH:10]=[CH:9][CH:8]=[C:7]([N:11]([CH2:12][C:13]2[CH:18]=[CH:17][C:16]([O:19][CH2:20][C:21]3[N:22]([C:29]4[C:30]([Cl:36])=[CH:31][CH:32]=[CH:33][C:34]=4[Cl:35])[N:23]=[N:24][C:25]=3[CH:26]([CH3:27])[CH3:28])=[CH:15][C:14]=2[CH3:37])[CH3:42])[CH:6]=1)[CH3:2] |f:1.2|. Reported procedure: To a mixture of 3-{4-[3-(2,6-dichloro-phenyl)-5-isopropyl-3H-[1,2,3]triazol-4-ylmethoxy]-2-methyl-benzylamino}-benzoic acid ethyl ester (160 mg, 0.29 mmol) and sodium hydride (13 mg, 0.33 mmol) in anhydrous N,N-dimethyl formamide is added iodomethane (50 mg, 0.35 mmol). After three hours, more iodomethane (50 mg, 0.35 mmol) is added and the mixture is heated to 60° C. After three hours, more iodomethane (50 mg, 0.35 mmol) is added and the mixture is stirred at room temperature over night. The mi... Starting materials: [BH3-]C#N, CC(=O)O, CO, FC(F)(CN1CCNCC1)c1ccccc1, [Na+], CC(C=O)c1ccccc1. Yields the product c1ccc(CCN2CCNCC2)cc1. RXN SMILES: [C:31]([BH3-:32])#[N:33].[CH3:27][C:28](=[O:29])[OH:30].[CH3:35][OH:36].[F:1][C:2]([CH2:3][N:4]1[CH2:5][CH2:6][NH:7][CH2:8][CH2:9]1)([c:10]1[cH:11][cH:12][cH:13][cH:14][cH:15]1)[F:16].[Na+:34].[c:17]1([CH:18]([CH3:19])[CH:20]=[O:21])[cH:22][cH:23][cH:24][cH:25][cH:26]1>>[CH2:2]([CH2:3][N:4]1[CH2:5][CH2:6][NH:7][CH2:8][CH2:9]1)[c:10]1[cH:11][cH:12][cH:13][cH:14][cH:15]1. The reactants are C1CCOC1, O=C(Cl)Oc1ccccc1, CC(CF)(CF)c1cc(N)no1, [K+], [K+], O=C([O-])[O-]. Yields the product CC(CF)(CF)c1cc(NC(=O)Oc2ccccc2)no1. RXN SMILES: [CH2:29]1[O:30][CH2:31][CH2:32][CH2:33]1.[Cl:13][C:14](=[O:15])[O:16][c:17]1[cH:18][cH:19][cH:20][cH:21][cH:22]1.[F:1][CH2:2][C:3]([CH2:4][F:5])([CH3:6])[c:7]1[cH:8][c:9]([NH2:12])[n:10][o:11]1.[K+:23].[K+:24].[O-:25][C:26]([O-:27])=[O:28]>>[F:1][CH2:2][C:3]([CH2:4][F:5])([CH3:6])[c:7]1[cH:8][c:9]([NH:12][C:14](=[O:15])[O:16][c:17]2[cH:18][cH:19][cH:20][cH:21][cH:22]2)[n:10][o:11]1.